Dataset: the Open Reaction Database (ORD), a public repository of structured organic reaction records. Task: describe an organic reaction: reactants, conditions, products, and yield Reactants: [Mn](=O)(=O)(=O)[O-].[K+] (potassium permanganate), C(C)(=O)NC1=C2CCCCC2=CC(=C1)F (5-Acetylamino-7-fluoro-1,2,3,4-tetrahydronaphthalene), aqueous solution, S(=O)(=O)([O-])[O-].[Mg+2] (magnesium sulfate), O (water). The solvent is CC(=O)C (acetone). Run at temperature 0 celsius, time 1 hour. The product is C(C)(=O)NC=1C=C(C=C2CCCC(C12)=O)F (8-Acetylamino-6-fluoro-1-tetralone). RXN SMILES: [C:1]([NH:4][C:5]1[CH:14]=[C:13]([F:15])[CH:12]=[C:11]2[C:6]=1[CH2:7][CH2:8][CH2:9][CH2:10]2)(=[O:3])[CH3:2].S([O-])([O-])(=O)=[O:17].[Mg+2].[Mn]([O-])(=O)(=O)=O.[K+].O>CC(C)=O>[C:1]([NH:4][C:5]1[CH:14]=[C:13]([F:15])[CH:12]=[C:11]2[C:6]=1[C:7](=[O:17])[CH2:8][CH2:9][CH2:10]2)(=[O:3])[CH3:2] |f:1.2,3.4|. Reported procedure: To a solution of the compound obtained in (6) above (9.46 gm) in 420 ml of acetone was added 42 ml of 15% aqueous solution of magnesium sulfate. After cooling to 0° C., 21.7 gm of potassium permanganate was added to the mixture, a bit at a time. The mixture was stirred for 50 minutes at 0° C. and for 1 hour at room temperature. Upon addition of 1 l of water, the reaction product was extracted 3 times with chloroform. The chloroform layer was washed with water and saturated brine in this order, a... Starting materials: OC1=CC(OC(C1)(C1=CC=CC=C1)CCC1=CC(=CC=C1)O)=O (4-hydroxy-6-[2-(3-hydroxy-phenyl)-ethyl]-6-phenyl-5,6-dihydro-pyran-2-one), C(C)(C)(C)C1=C(C=C(C(=C1)CO)C)SS(=O)(=O)C1=CC=C(C=C1)C (toluene-4-thiosulfonic acid S-(2-tert-butyl-4-hydroxymethyl-5-methyl-phenyl) ester), C(=O)([O-])[O-].[K+].[K+] (K2CO3). Solvent: CN(C)C=O (DMF). RXN SMILES: [OH:1][C:2]1[CH2:7][C:6]([CH2:14][CH2:15][C:16]2[CH:21]=[CH:20][CH:19]=[C:18]([OH:22])[CH:17]=2)([C:8]2[CH:13]=[CH:12][CH:11]=[CH:10][CH:9]=2)[O:5][C:4](=[O:23])[CH:3]=1.[C:24]([C:28]1[CH:33]=[C:32]([CH2:34][OH:35])[C:31]([CH3:36])=[CH:30][C:29]=1[S:37]S(C1C=CC(C)=CC=1)(=O)=O)([CH3:27])([CH3:26])[CH3:25].C([O-])([O-])=O.[K+].[K+]>CN(C=O)C>[C:24]([C:28]1[CH:33]=[C:32]([CH2:34][OH:35])[C:31]([CH3:36])=[CH:30][C:29]=1[S:37][C:3]1[C:4](=[O:23])[O:5][C:6]([CH2:14][CH2:15][C:16]2[CH:21]=[CH:20][CH:19]=[C:18]([OH:22])[CH:17]=2)([C:8]2[CH:9]=[CH:10][CH:11]=[CH:12][CH:13]=2)[CH2:7][C:2]=1[OH:1])([CH3:27])([CH3:26])[CH3:25] |f:2.3.4|. Reported procedure: The title compound was prepared as described in General Method 9 using 4-hydroxy-6-[2-(3-hydroxy-phenyl)-ethyl]-6-phenyl-5,6-dihydro-pyran-2-one (0.155 g, 0.5 mmol) from Example UU, toluene-4-thiosulfonic acid S-(2-tert-butyl-4-hydroxymethyl-5-methyl-phenyl) ester (prepared in Example FFF; 0.2 g, 0.55 mmol), K2CO3 (0.27 g, 1.95 mmol), and DMF (3 mL). The solution was stirred overnight at room temperature, concentrated and the residue partitioned between 1N HC1 and EtOAc. The organic phase was dr... Conditions: time 8 hour. Product: C(C)(C)(C)C1=C(C=C(C(=C1)CO)C)SC=1C(OC(CC1O)(C1=CC=CC=C1)CCC1=CC(=CC=C1)O)=O (3-(2-tert-Butyl-4-hydroxymethyl-5-methyl-phenylsulfanyl)-4-hydroxy-6-[2-(3-hydroxy-phenyl)-ethyl]-6-phenyl-5,6-dihydro-pyran-2-one). Reactants: ClC=1C(=NC2=CC(=C(C=C2N1)Cl)Cl)S(=O)(=O)C (3,6,7-trichloro-2-(methylsulfonyl)quinoxaline), C([O-])([O-])=O.[Cs+].[Cs+] (caesium carbonate), C1(=CC=CC=C1)NC(NN)=O (4-phenylsemicarbazide). Solvent: CN(C)C=O (DMF). Run at time 8 hour. The product is ClC=1C=C2N=C(C(=NC2=CC1Cl)N(N)C(=O)NC1=CC=CC=C1)S(=O)(=O)C (2-[6,7-Dichloro-3-(methylsulfonyl)-2-quinoxalinyl]-4-phenylsemicarbazide). RXN SMILES: Cl[C:2]1[C:3]([S:14]([CH3:17])(=[O:16])=[O:15])=[N:4][C:5]2[C:10]([N:11]=1)=[CH:9][C:8]([Cl:12])=[C:7]([Cl:13])[CH:6]=2.C(=O)([O-])[O-].[Cs+].[Cs+].[C:24]1([NH:30][C:31](=[O:34])[NH:32][NH2:33])[CH:29]=[CH:28][CH:27]=[CH:26][CH:25]=1>CN(C=O)C>[Cl:13][C:7]1[CH:6]=[C:5]2[C:10](=[CH:9][C:8]=1[Cl:12])[N:11]=[C:2]([N:32]([C:31]([NH:30][C:24]1[CH:25]=[CH:26][CH:27]=[CH:28][CH:29]=1)=[O:34])[NH2:33])[C:3]([S:14]([CH3:17])(=[O:16])=[O:15])=[N:4]2 |f:1.2.3|. Procedure details: To a solution of 3,6,7-trichloro-2-(methylsulfonyl)quinoxaline (312 mg, 1.0 mmol) in DMF (10 ml) was added caesium carbonate (489 mg, 1.5 mmol) followed by 4-phenylsemicarbazide (182 mg, 1.2 mmol). The reaction was stirred overnight at room temperature. The product was purified by flash column chromatography using ethyl acetate:hexane 1:1 obtaining the title compound as a solid. Starting materials: Chxn-Thio-Al, BrC1=CC=CC=C1 (bromobenzene), N1N=CC=C1 (pyrazole). Solvent: C(C)#N (acetonitrile). The product is C1(=CC=CC=C1)N1N=CC=C1 (1-phenyl-1H-pyrazole). As a reaction SMILES: Br[C:2]1[CH:7]=[CH:6][CH:5]=[CH:4][CH:3]=1.[NH:8]1[CH:12]=[CH:11][CH:10]=[N:9]1>C(#N)C>[C:2]1([N:8]2[CH:12]=[CH:11][CH:10]=[N:9]2)[CH:7]=[CH:6][CH:5]=[CH:4][CH:3]=1. Procedure: Operating protocol A (82° C., 24 hours) was followed using 120.8 mg of Chxn-Thio-Al (0.4 mmoles), 211 μl of bromobenzene (2 mmoles), 204 mg of pyrazole (3 mmoles) and 1.2 ml of acetonitrile. Reactants: ( 25 ), FC(C(=O)C1=C(C(=CC=C1)C1=CC=NC=C1)F)(F)F (2,2,2-trifluoro-1-(2-fluoro-3-pyridin-4-ylphenyl)ethanone), ( 23 ), Cl (hydrochloric acid), ( 66 ). The reagents and catalysts are [Pt]=O (platinum oxide). Solvent: CO (methanol). The product is FC(C(=O)C1=C(C(=CC=C1)C1CCNCC1)F)(F)F (2,2,2-TRIFLUORO-1-(2-FLUORO-3-PIPERIDIN-4-YLPHENYL)ETHANONE). RXN SMILES: [F:1][C:2]([F:19])([F:18])[C:3]([C:5]1[CH:10]=[CH:9][CH:8]=[C:7]([C:11]2[CH:16]=[CH:15][N:14]=[CH:13][CH:12]=2)[C:6]=1[F:17])=[O:4].Cl>[Pt]=O.CO>[F:19][C:2]([F:1])([F:18])[C:3]([C:5]1[CH:10]=[CH:9][CH:8]=[C:7]([CH:11]2[CH2:16][CH2:15][NH:14][CH2:13][CH2:12]2)[C:6]=1[F:17])=[O:4]. Reported procedure: Preparation according to preparation 9: 2,2,2-trifluoro-1-(2-fluoro-3-pyridin-4-ylphenyl)ethanone (1.26 g, 4.68 mmol), hydrochloric acid (0.2 ml, cone), methanol (20 ml), platinum oxide (0.12 g). Yield: 0.98 g. MS m/z (relative intensity, 70 eV) 275 (M+, 94), 274 (66), 149 (23), 101 (25) 56 (bp). Reactants: Cc1c(Br)ccc(S(C)(=O)=O)c1C=NO, ClCCl, CC(=O)[O-], [O-]Cl, C=CCCCCCl, Cl, [Na+], [Na+], O. Product: Cc1c(Br)ccc(S(C)(=O)=O)c1C1=NOC(CCCCCl)C1. RXN SMILES: [Br:10][c:11]1[c:12]([CH3:24])[c:13]([CH:14]=[N:15][OH:16])[c:17]([S:20](=[O:21])(=[O:22])[CH3:23])[cH:18][cH:19]1.[CH2:32]([Cl:33])[Cl:34].[CH3:6][C:7](=[O:8])[O-:9].[Cl:1][O-:2].[Cl:25][CH2:26][CH2:27][CH2:28][CH2:29][CH:30]=[CH2:31].[Cl:4].[Na+:3].[Na+:5].[OH2:35]>>[Br:10][c:11]1[c:12]([CH3:24])[c:13]([C:14]2=[N:15][O:16][CH:30]([CH2:29][CH2:28][CH2:27][CH2:26][Cl:25])[CH2:31]2)[c:17]([S:20](=[O:21])(=[O:22])[CH3:23])[cH:18][cH:19]1.